This data is from the Open Reaction Database (ORD), a public repository of structured organic reaction records. The task is: describe an organic reaction: reactants, conditions, products, and yield The reactants are FC1=C(C=CC(=C1)OC)O (2-fluoro-4-methoxy-phenol), FC(S(=O)(=O)OS(=O)(=O)C(F)(F)F)(F)F (trifluoromethanesulfonic anhydride). Product: FC1=C(C=CC(=C1)OC)O.FC1=C(C=CC(=C1)OC)OS(=O)(=O)C(F)(F)F (Trifluoro-methanesulfonic Acid 2-fluoro-4-methoxy-phenyl Ester 2-Fl uoro-4-methoxy-phenol), clear yellow oil. Isolated yield 68.0%. RXN SMILES: [F:1][C:2]1[CH:7]=[C:6]([O:8][CH3:9])[CH:5]=[CH:4][C:3]=1[OH:10].FC(F)(F)S([O:16][S:17]([C:20]([F:23])([F:22])[F:21])(=[O:19])=[O:18])(=O)=O>>[F:1][C:2]1[CH:7]=[C:6]([O:8][CH3:9])[CH:5]=[CH:4][C:3]=1[OH:10].[F:1][C:2]1[CH:7]=[C:6]([O:8][CH3:9])[CH:5]=[CH:4][C:3]=1[O:16][S:17]([C:20]([F:21])([F:22])[F:23])(=[O:18])=[O:19] |f:2.3|. Procedure: The title compound was prepared by reacting 2-fluoro-4-methoxy-phenol (2.8 g, 19.7 mmol) with trifluoromethanesulfonic anhydride (4.31 mL, 7.23 g, 25.6 mmol) according to method B to yield 3.86 g (68%) of a clear yellow oil. 1H NMR (DMSO-d6): δ 3.82 (3H, s), 6.89-6.94 (1H, m), 7.24 (1H, dd, J=12.49 Hz, J=2.98 Hz), 7.61 (1H, t, J=9.09 Hz). The reactants are BrC(Br)(Br)Br, CCc1cc(CO)sc1-c1noc(-c2ccc(Oc3ccccc3F)cc2)n1, CCN(C(C)C)C(C)C, Cl, COC(=O)C1CNC1, c1ccc(P(c2ccccc2)c2ccccc2)cc1. The product is CCc1cc(CN2CC(C(=O)OC)C2)sc1-c1noc(-c2ccc(Oc3ccccc3F)cc2)n1. RXN SMILES: [C:29]([Br:30])([Br:31])([Br:32])[Br:33].[CH2:1]([CH3:2])[c:3]1[cH:4][c:5]([CH2:27][OH:28])[s:6][c:7]1-[c:8]1[n:9][o:10][c:11](-[c:13]2[cH:14][cH:15][c:16]([O:19][c:20]3[c:21]([F:26])[cH:22][cH:23][cH:24][cH:25]3)[cH:17][cH:18]2)[n:12]1.[CH:62]([N:63]([CH2:64][CH3:65])[CH:66]([CH3:67])[CH3:68])([CH3:69])[CH3:70].[ClH:53].[NH:54]1[CH2:55][CH:56]([C:58](=[O:59])[O:60][CH3:61])[CH2:57]1.[c:34]1([P:35]([c:36]2[cH:37][cH:38][cH:39][cH:40][cH:41]2)[c:42]2[cH:43][cH:44][cH:45][cH:46][cH:47]2)[cH:48][cH:49][cH:50][cH:51][cH:52]1>>[CH2:1]([CH3:2])[c:3]1[cH:4][c:5]([CH2:27][N:54]2[CH2:55][CH:56]([C:58](=[O:59])[O:60][CH3:61])[CH2:57]2)[s:6][c:7]1-[c:8]1[n:9][o:10][c:11](-[c:13]2[cH:14][cH:15][c:16]([O:19][c:20]3[c:21]([F:26])[cH:22][cH:23][cH:24][cH:25]3)[cH:17][cH:18]2)[n:12]1. Starting materials: Cl, Cl, Cl, O=C(O)CC1CCOCC1, NC1CCC(CCN2CCN(c3nccc4c3OCC4)CC2)CC1. The product is O=C(CC1CCOCC1)NC1CCC(CCN2CCN(c3nccc4c3OCC4)CC2)CC1. Reaction SMILES: [ClH:1].[ClH:2].[ClH:3].[O:28]1[CH2:29][CH2:30][CH:31]([CH2:34][C:35](=[O:36])[OH:37])[CH2:32][CH2:33]1.[O:4]1[CH2:5][CH2:6][c:7]2[c:8]1[c:9]([N:13]1[CH2:14][CH2:15][N:16]([CH2:19][CH2:20][CH:21]3[CH2:22][CH2:23][CH:24]([NH2:27])[CH2:25][CH2:26]3)[CH2:17][CH2:18]1)[n:10][cH:11][cH:12]2>>[O:4]1[CH2:5][CH2:6][c:7]2[c:8]1[c:9]([N:13]1[CH2:14][CH2:15][N:16]([CH2:19][CH2:20][CH:21]3[CH2:22][CH2:23][CH:24]([NH:27][C:35]([CH2:34][CH:31]4[CH2:30][CH2:29][O:28][CH2:33][CH2:32]4)=[O:36])[CH2:25][CH2:26]3)[CH2:17][CH2:18]1)[n:10][cH:11][cH:12]2. The reactants are [O-]CC.[Na+] (sodium ethoxide), Cl (HCl), FC1=CC=C(CNC(=O)C=2N=C3N(CC4CCC3(CC4)NC(C(N4CCNCC4)=O)=O)C(C2O)=O)C=C1 (N-(4-fluorobenzyl)-3-hydroxy-4-oxo-10-((oxo(1-piperazinyl)acetyl)amino)-4,6,7,8,9,10-hexahydro-7,10-ethanopyrimido[1,2-a]azepine-2-carboxamide), C(C)(C)N(CC)C(C)C (diisopropyl ethylamine), O1CCN(CC1)S(=O)(=O)C1=CC=C(C=C1)S(=O)(=O)Cl (4-(morpholinosulfonyl)benzene-1-sulfonyl chloride). Solvent: O (water), ClCCl (dichloromethane), ClCCl (dichloromethane). Reaction conditions: time 24 hour. The product is FC1=CC=C(CNC(=O)C=2N=C3N(CC4CCC3(CC4)NC(C(=O)N4CCN(CC4)S(=O)(=O)C4=CC=C(C=C4)S(=O)(=O)N4CCOCC4)=O)C(C2O)=O)C=C1 (N-(4-Fluorobenzyl)-3-hydroxy-10-(((4-((4-(4-morpholinylsulfonyl)phenyl)sulfonyl)-1-piperazinyl)(oxo)acetyl)amino)-4-oxo-4,6,7,8,9,10-hexahydro-7,10-ethanopyrimido[1,2-a]azepine-2-carboxamide). The yield is 6.9%. RXN SMILES: [F:1][C:2]1[CH:37]=[CH:36][C:5]([CH2:6][NH:7][C:8]([C:10]2[N:11]=[C:12]3[C:18]4([NH:21][C:22](=[O:31])[C:23](=[O:30])[N:24]5[CH2:29][CH2:28][NH:27][CH2:26][CH2:25]5)[CH2:19][CH2:20][CH:15]([CH2:16][CH2:17]4)[CH2:14][N:13]3[C:32](=[O:35])[C:33]=2[OH:34])=[O:9])=[CH:4][CH:3]=1.C(N(C(C)C)CC)(C)C.[O:47]1[CH2:52][CH2:51][N:50]([S:53]([C:56]2[CH:61]=[CH:60][C:59]([S:62](Cl)(=[O:64])=[O:63])=[CH:58][CH:57]=2)(=[O:55])=[O:54])[CH2:49][CH2:48]1.[O-]CC.[Na+].Cl>ClCCl.O>[F:1][C:2]1[CH:3]=[CH:4][C:5]([CH2:6][NH:7][C:8]([C:10]2[N:11]=[C:12]3[C:18]4([NH:21][C:22](=[O:31])[C:23]([N:24]5[CH2:25][CH2:26][N:27]([S:62]([C:59]6[CH:60]=[CH:61][C:56]([S:53]([N:50]7[CH2:51][CH2:52][O:47][CH2:48][CH2:49]7)(=[O:55])=[O:54])=[CH:57][CH:58]=6)(=[O:63])=[O:64])[CH2:28][CH2:29]5)=[O:30])[CH2:19][CH2:20][CH:15]([CH2:16][CH2:17]4)[CH2:14][N:13]3[C:32](=[O:35])[C:33]=2[OH:34])=[O:9])=[CH:36][CH:37]=1 |f:3.4|. Procedure: To a mixture N-(4-fluorobenzyl)-3-hydroxy-4-oxo-10-((oxo(1-piperazinyl)acetyl)amino)-4,6,7,8,9,10-hexahydro-7,10-ethanopyrimido[1,2-a]azepine-2-carboxamide (25 mg, 0.040 mmol) in dichloromethane (1 mL) was added diisopropyl ethylamine (0.028 mL, 0.160 mmol) followed by 4-(morpholinosulfonyl)benzene-1-sulfonyl chloride (13.00 mg, 0.040 mmol) and the resulting solution stirred at room temperature for 24 h. The mixture was treated with sodium ethoxide (0.015 mL, 0.040 mmol) and stirred at room temp...